Dataset: the Open Reaction Database (ORD), a public repository of structured organic reaction records. Task: describe an organic reaction: reactants, conditions, products, and yield Reactants: Oc1cccc(Br)c1, C=CC(=O)OCC, CO. The product is CCOC(=O)CCOc1cccc(Br)c1. RXN SMILES: [Br:1][c:2]1[cH:3][c:4]([OH:8])[cH:5][cH:6][cH:7]1.[C:9]([CH:10]=[CH2:11])(=[O:12])[O:13][CH2:14][CH3:15].[CH3:16][OH:17]>>[Br:1][c:2]1[cH:3][c:4]([O:8][CH2:11][CH2:10][C:9](=[O:12])[O:13][CH2:14][CH3:15])[cH:5][cH:6][cH:7]1. Procedure: A mixture of 0.06 mol of propynylmagnesiumbromide and 25 ml of THF is added at 40°-40° C. [sic] to a mixture of 0.05 mol of 2A and 15 ml of THF. The mixture is stirred at room temperature for 2 hours and subjected to customary work-up. The unpurified product is processed further as in 10B. Starting materials: FC1=NC(=CC=C1)S(=O)(=O)C1=CC=CC=C1 (2-Fluoro-6-phenylsulfonylpyridine), C(#CC)[Mg]Br (propynylmagnesiumbromide), 10B, unpurified product. Conditions: time 2 hour. Product: C(#CC)C1=NC(=CC=C1)F (2-Propyn-1-yl-6-fluoropyridine). Run in C1CCOC1 (THF), C1CCOC1 (THF). Reaction SMILES: [C:1]([Mg]Br)#[C:2][CH3:3].[F:6][C:7]1[CH:12]=[CH:11][CH:10]=[C:9](S(C2C=CC=CC=2)(=O)=O)[N:8]=1>C1COCC1>[C:1]([C:9]1[CH:10]=[CH:11][CH:12]=[C:7]([F:6])[N:8]=1)#[C:2][CH3:3]. Reactants: FC1=C(C#N)C=CC(=C1)CO (2-fluoro-4-hydroxymethylbenzonitrile), ice H2O, BrN1C(CCC1=O)=O (N-Bromosuccinimide), CSC (dimethylsulfide). Solvent: C(Cl)Cl (CH2Cl2), C(Cl)Cl (CH2Cl2). Run at temperature 0 celsius, time 2 hour. Product: BrCC1=CC(=C(C#N)C=C1)F (4-bromomethyl-2-fluoro-benzonitrile). RXN SMILES: [Br:1]N1C(=O)CCC1=O.CSC.[F:12][C:13]1[CH:20]=[C:19]([CH2:21]O)[CH:18]=[CH:17][C:14]=1[C:15]#[N:16]>C(Cl)Cl>[Br:1][CH2:21][C:19]1[CH:18]=[CH:17][C:14]([C:15]#[N:16])=[C:13]([F:12])[CH:20]=1. Procedure details: N-Bromosuccinimide (6.6 g, 0.037 mol) was dissolved in CH2Cl2 (150 mL), cooled to 0° C. and treated with dimethylsulfide (3.27 mL, 0.0446 mol). The solution was cooled to −20° C. and then treated dropwise with a solution of 2-fluoro-4-hydroxymethylbenzonitrile (3.74 g, 0.0248 mol) in CH2Cl2 (30 mL). After the addition, the reaction mixture was stirred at 0° C. for 2 h then left to warm to ambient temperature overnight. The reaction mixture was added to ice/H2O, extracted with EtOAc, the organic ... Starting materials: [OH-].[K+] (KOH), COC(CSC1=CNC2=CC=C(C=C12)OC)=O ((5-Methoxy-1H-indol-3-ylsulfanyl)-acetic acid methyl ester), ClC=1C=C(C=CC1Cl)S(=O)(=O)Cl (3,4-dichloro-benzenesulfonyl chloride). Reagents/catalysts: S(=O)(=O)(O)[O-].C(CCC)[N+](CCCC)(CCCC)CCCC (Tetrabutylammonium hydrogen sulfate). The solvent is C(Cl)Cl (CH2Cl2). Conditions: time 5 minute. Yields the product COC(CSC1=CN(C2=CC=C(C=C12)OC)S(=O)(=O)C1=CC(=C(C=C1)Cl)Cl)=O ([1-(3,4-dichloro-benzenesulfonyl)-5-methoxy-1H-indol-3-ylsulfanyl]-acetic acid methyl ester). Reaction SMILES: [CH3:1][O:2][C:3](=[O:17])[CH2:4][S:5][C:6]1[C:14]2[C:9](=[CH:10][CH:11]=[C:12]([O:15][CH3:16])[CH:13]=2)[NH:8][CH:7]=1.[OH-].[K+].[Cl:20][C:21]1[CH:22]=[C:23]([S:28](Cl)(=[O:30])=[O:29])[CH:24]=[CH:25][C:26]=1[Cl:27]>S([O-])(O)(=O)=O.C([N+](CCCC)(CCCC)CCCC)CCC.C(Cl)Cl>[CH3:1][O:2][C:3](=[O:17])[CH2:4][S:5][C:6]1[C:14]2[C:9](=[CH:10][CH:11]=[C:12]([O:15][CH3:16])[CH:13]=2)[N:8]([S:28]([C:23]2[CH:24]=[CH:25][C:26]([Cl:27])=[C:21]([Cl:20])[CH:22]=2)(=[O:30])=[O:29])[CH:7]=1 |f:1.2,4.5|. Procedure details: To a dry round bottom flask, (5-Methoxy-1H-indol-3-ylsulfanyl)-acetic acid methyl ester (25, 7.0 mg, 0.027 mmol) was dissolved with CH2Cl2 (3.0 mL). Tetrabutylammonium hydrogen sulfate (2.0 mg) and 50% KOH solution (3.0 mL) were added next. After about 5 minutes of stirring, 3,4-dichloro-benzenesulfonyl chloride (20 mg, 0.081 mmol) was added. This reaction was allowed to stir at ambient temperature overnight. The reaction was extracted with dichloromethane (2×14 mL), washed with water (5 mL), br...